This data is from the Open Reaction Database (ORD), a public repository of structured organic reaction records. The task is: describe an organic reaction: reactants, conditions, products, and yield Starting materials: CC(=O)OI1(C2=CC=CC=C2C(=O)O1)(OC(=O)C)OC(=O)C (1,1,1-triacetoxy-1,1-dihydro-1,2-benziodoxol-3(1H)-one), COC(C(CC(C)(C)C1=C(C=CC(=C1)F)Br)O)=O (4-(2-bromo-5-fluorophenyl)-2-hydroxy-4-methylvaleric acid-methyl ester), S(=O)(Cl)Cl (thionyl chloride), residue, NC=1C=CC2=C(C(=NOC2=O)C)C1 (6-amino-4-methyl-2,3-benzoxazin-1-one), C(CC(O)(C(=O)O)CC(=O)O)(=O)O (citric acid). Solvent: ClCCl (dichloromethane), CC(=O)N(C)C (dimethyl acetamide), CC(C)(C)OC (MTBE), CC(C)(C)OC (MTBE). Conditions: time 1.5 hour. Product: BrC1=C(C=C(C=C1)F)C(CC(C(=O)NC=1C=CC2=C(C(=NOC2=O)C)C1)=O)(C)C (6-[4-(2-Bromo-5-fluorophenyl)-4-methyl-2-oxovaleroylamino]-4-methyl-2,3-benzoxazin-1-one). The yield is 80.6%. Reaction SMILES: CC(OI1(OC(C)=O)(OC(C)=O)OC(=O)C2C1=CC=CC=2)=O.CO[C:25](=[O:40])[CH:26]([OH:39])[CH2:27][C:28]([C:31]1[CH:36]=[C:35]([F:37])[CH:34]=[CH:33][C:32]=1[Br:38])([CH3:30])[CH3:29].S(Cl)(Cl)=O.[NH2:45][C:46]1[CH:47]=[CH:48][C:49]2[C:54](=[O:55])[O:53][N:52]=[C:51]([CH3:56])[C:50]=2[CH:57]=1.C(O)(=O)CC(CC(O)=O)(C(O)=O)O>ClCCl.CC(OC)(C)C.CC(N(C)C)=O>[Br:38][C:32]1[CH:33]=[CH:34][C:35]([F:37])=[CH:36][C:31]=1[C:28]([CH3:29])([CH3:30])[CH2:27][C:26](=[O:39])[C:25]([NH:45][C:46]1[CH:47]=[CH:48][C:49]2[C:54](=[O:55])[O:53][N:52]=[C:51]([CH3:56])[C:50]=2[CH:57]=1)=[O:40]. Reported procedure: 663 mg (1.56 mol) of 1,1,1-triacetoxy-1,1-dihydro-1,2-benziodoxol-3(1H)-one (Dess-Martin-periodinane, cf. D. B. Dess, J. C. Martin, J. Am. Chem. Soc. 1991, 113, 7277) is added to a solution of 250 mg (0.78 mmol) of 4-(2-bromo-5-fluorophenyl)-2-hydroxy-4-methylvaleric acid-methyl ester in 10 ml of dichloromethane. After 1.5 hours at room temperature, the batch is diluted with 150 ml of MTBE, washed with a solution of 1.2 g of NaHCO3 and 4.0 g of Na2SO3 in 50 ml of water, saturated NaHCO3 and satu... Reactants: [H-].[Na+] (NaH), FC1=C(C=CC=C1)COC=1C=C(C=CC1)[C@@H]1N([C@@]2(CC1)C(NCC2)=O)C(=O)OC(C)(C)C (1,1-dimethylethyl (2R,5R)-2-(3-{[(2-fluorophenyl)methyl]oxy}phenyl)-6-oxo-1,7-diazaspiro[4.4]nonane-1-carboxylate), CI (Methyl iodide). Solvent: CN(C)C=O (DMF). Conditions: time 15 minute. Product: FC1=C(C=CC=C1)COC=1C=C(C=CC1)[C@@H]1N([C@@]2(CC1)C(N(CC2)C)=O)C(=O)OC(C)(C)C (1,1-Dimethylethyl (2R,5R)-2-(3-{[(2-fluorophenyl)methyl]oxy}phenyl)-7-methyl-6-oxo-1,7-diazaspiro[4.4]nonane-1-carboxylate). The yield is 110.0%. Reaction SMILES: [F:1][C:2]1[CH:7]=[CH:6][CH:5]=[CH:4][C:3]=1[CH2:8][O:9][C:10]1[CH:11]=[C:12]([C@H:16]2[CH2:20][CH2:19][C@:18]3([CH2:24][CH2:23][NH:22][C:21]3=[O:25])[N:17]2[C:26]([O:28][C:29]([CH3:32])([CH3:31])[CH3:30])=[O:27])[CH:13]=[CH:14][CH:15]=1.[H-].[Na+].[CH3:35]I>CN(C=O)C>[F:1][C:2]1[CH:7]=[CH:6][CH:5]=[CH:4][C:3]=1[CH2:8][O:9][C:10]1[CH:11]=[C:12]([C@H:16]2[CH2:20][CH2:19][C@:18]3([CH2:24][CH2:23][N:22]([CH3:35])[C:21]3=[O:25])[N:17]2[C:26]([O:28][C:29]([CH3:32])([CH3:31])[CH3:30])=[O:27])[CH:13]=[CH:14][CH:15]=1 |f:1.2|. Procedure details: To a solution of 1,1-dimethylethyl (2R,5R)-2-(3-{[(2-fluorophenyl)methyl]oxy}phenyl)-6-oxo-1,7-diazaspiro[4.4]nonane-1-carboxylate (D46, 60 mg, 0.14 mmol) in DMF (1 mL) cooled at 0° C., was added NaH (8 mg of a 60% dispersion in mineral oil, 0.20 mmol) in one portion. The ice-bath was removed and the reaction mixture left under stirring for 15 min. Methyl iodide (25 μL, 0.41 mmol) was added to the mixture and after 1 h the reaction was quenched with water. The aqueous layer was extracted with et... Starting materials: ClC=1C=C2CNC(C2=CC1)=O (5-chloro-2,3-dihydro-isoindol-1-one), BrC1=CN=CC=2C(CCC12)N (4-bromo-6,7-dihydro-5H-[2]pyrindin-7-ylamine), C(=O)([O-])[O-].[Cs+].[Cs+] (Cs2CO3), N[C@@H]1[C@H](CCCC1)N ((+)-(S,S)-1,2-diaminocyclohexane). Reagents/catalysts: [Cu]I (CuI). Run in O1CCOCC1 (dioxane), O (H2O). Run at temperature 150 celsius. The product is NC1CCC=2C(=CN=CC12)N1C(C2=CC=C(C=C2C1)Cl)=O (2-(7-Amino-6,7-dihydro-5H-[2]pyrindin-4-yl)-5-chloro-2,3-dihydro-isoindol-1-one). The yield is 77.3%. As a reaction SMILES: [Cl:1][C:2]1[CH:3]=[C:4]2[C:8](=[CH:9][CH:10]=1)[C:7](=[O:11])[NH:6][CH2:5]2.Br[C:13]1[C:21]2[CH2:20][CH2:19][CH:18]([NH2:22])[C:17]=2[CH:16]=[N:15][CH:14]=1.C([O-])([O-])=O.[Cs+].[Cs+].N[C@H]1CCCC[C@@H]1N>O1CCOCC1.[Cu]I.O>[NH2:22][CH:18]1[C:17]2[CH:16]=[N:15][CH:14]=[C:13]([N:6]3[CH2:5][C:4]4[C:8](=[CH:9][CH:10]=[C:2]([Cl:1])[CH:3]=4)[C:7]3=[O:11])[C:21]=2[CH2:20][CH2:19]1 |f:2.3.4|. Procedure: In a 25 mL sealed tube, 5-chloro-2,3-dihydro-isoindol-1-one (801 mg, 4.8 mmol), 4-bromo-6,7-dihydro-5H-[2]pyrindin-7-ylamine (intermediate B-18 [C], 937 mg, 4.4 mmol), CuI (200 mg, 1.1 mmol), Cs2CO3 (3.0 g, 9.2 mmol) and (+)-(S,S)-1,2-diaminocyclohexane (0.4 mL, 3.2 mmol) were dissolved in dioxane (16 mL). The resulting reaction mixture was heated at 150° C. for 3 hours before it was poured into H2O (50 mL) and extracted with EtOAc (2×125 mL). The organic layer was washed with brine, dried over ...